From a dataset of the Open Reaction Database (ORD), a public repository of structured organic reaction records. describe an organic reaction: reactants, conditions, products, and yield Reactants: C(C)(=O)O.N[C@](CO)([C@@H](C)O)C ((+-)(2R*,3R*)-2-Amino-2-methyl-1,3-butanediol acetate), C[C@@](CO)([C@@H](C)O)[N+](=O)[O-] ((+-)(2R*,3R*)-2-Methyl-2-nitro-1,3-butanediol). Product: C(C)(=O)O.N[C@](CO)([C@H](C)O)C ((+-)(2R*,3S*)-2-amino-2-methyl-1,3-butanediol acetate). Yield: 93.0%. As a reaction SMILES: [C:1]([OH:4])(=[O:3])[CH3:2].[NH2:5][C@@:6]([CH3:12])([C@H:9]([OH:11])[CH3:10])[CH2:7][OH:8].C[C@]([N+]([O-])=O)([C@H](O)C)CO>>[C:1]([OH:4])(=[O:3])[CH3:2].[NH2:5][C@@:6]([CH3:12])([C@@H:9]([OH:11])[CH3:10])[CH2:7][OH:8] |f:0.1,3.4|. Procedure: Using the reduction procedure in 2E, (+-)(2R*,3S*)-2-methyl-2-nitro-1,3-butanediol (2A) gave (+-)(2R*,3S*)-2-amino-2-methyl-1,3-butanediol acetate (93%) (C,H,N) mp 163°-165° C.